This data is from the Open Reaction Database (ORD), a public repository of structured organic reaction records. The task is: describe an organic reaction: reactants, conditions, products, and yield The reactants are Cl (hydrochloric acid), FC1=CC=C(C=C1)C1=CC=C(C=C1)C(CCC(=O)O)=O (4-(4′-fluoro-biphenyl-4-yl)-4-oxo-butyric acid), Cl.NO (hydroxylamine hydrochloride), C([O-])([O-])=O.[Na+].[Na+] (sodium carbonate). The solvent is C(C)O (ethanol). The product is FC1=CC=C(C=C1)C1=CC=C(C=C1)C(CCC(=O)O)=NO (4-(4′-fluoro-biphenyl-4-yl)-4-hydroxyimino-butyric acid). Isolated yield 92.6%. RXN SMILES: [F:1][C:2]1[CH:7]=[CH:6][C:5]([C:8]2[CH:13]=[CH:12][C:11]([C:14](=O)[CH2:15][CH2:16][C:17]([OH:19])=[O:18])=[CH:10][CH:9]=2)=[CH:4][CH:3]=1.Cl.[NH2:22][OH:23].C(=O)([O-])[O-].[Na+].[Na+].Cl>C(O)C>[F:1][C:2]1[CH:7]=[CH:6][C:5]([C:8]2[CH:13]=[CH:12][C:11]([C:14](=[N:22][OH:23])[CH2:15][CH2:16][C:17]([OH:19])=[O:18])=[CH:10][CH:9]=2)=[CH:4][CH:3]=1 |f:1.2,3.4.5|. Procedure: A stirred mixture of 4-(4′-fluoro-biphenyl-4-yl)-4-oxo-butyric acid (2.72 g, 0.0100 mol), hydroxylamine hydrochloride (0.848 g, 0.0122 mol) and sodium carbonate (1.304 g, 0.0123 mol) in absolute ethanol (60 mL) was refluxed for 22 hours and allowed to cool. The solids were filtered, washed with additional ethanol, and allowed to air dry overnight. The solids were dissolve din methanol-water, and the solution acidified with 1.0 M hydrochloric acid (10 mL, 0.010 mol HCl). The mixture was concentra... The reactants are OC(C(=O)O)C1CCCC1 ((±)-α-hydroxy-cyclopentylacetic acid), N[C@@H](C)C(=O)C1(C(N(C2=C(C(=N1)C1=CC=CC=C1)C=CC=C2)C)=O)N (3-(L-Alaninyl)-amino-2,3-dihydro-1-methyl-5-phenyl-1H-1,4-benzodiazepin-2-one). Product: C1(CCCC1)C(C(=O)N[C@@H](C)C(=O)C1(C(N(C2=C(C(=N1)C1=CC=CC=C1)C=CC=C2)C)=O)N)O (3-[N′-(Cyclopentyl-α-hydroxyacetyl)-L-alaninyl]-amino-2,3-dihydro-1-methyl-5-phenyl-1H-1,4-benzodiazepin-2-one). As a reaction SMILES: [OH:1][CH:2]([CH:6]1[CH2:10][CH2:9][CH2:8][CH2:7]1)[C:3]([OH:5])=O.[NH2:11][C@H:12]([C:14]([C:16]1([NH2:35])[N:22]=[C:21]([C:23]2[CH:28]=[CH:27][CH:26]=[CH:25][CH:24]=2)[C:20]2[CH:29]=[CH:30][CH:31]=[CH:32][C:19]=2[N:18]([CH3:33])[C:17]1=[O:34])=[O:15])[CH3:13]>>[CH:6]1([CH:2]([OH:1])[C:3]([NH:11][C@H:12]([C:14]([C:16]2([NH2:35])[N:22]=[C:21]([C:23]3[CH:28]=[CH:27][CH:26]=[CH:25][CH:24]=3)[C:20]3[CH:29]=[CH:30][CH:31]=[CH:32][C:19]=3[N:18]([CH3:33])[C:17]2=[O:34])=[O:15])[CH3:13])=[O:5])[CH2:10][CH2:9][CH2:8][CH2:7]1. Reported procedure: Following General Procedure D above using (±)-α-hydroxy-cyclopentylacetic acid (Example P) and 3-(L-alaninyl)-amino-2,3-dihydro-1-methyl-5-1H-1,4-benzodiazepin-2-one (Example 8-B), the title compound was prepared as a white solid. Starting materials: ice water, 15, FC1=CC=C(C=C1)C1=NC=CC=C1CO ((4-fluorophenyl)-3-pyridinemethanol), [OH-].[Na+] (sodium hydroxide), BrCCCCl (1-bromo-3-chloropropane), BrCCCCl (1-bromo-3-chloropropane). Reagents/catalysts: [Cl-].C(C)[N+](CC1=CC=CC=C1)(CC)CC (N,N,N-triethylbenzenemethanaminium chloride). The solvent is CC1=CC=CC=C1 (methylbenzene). Conditions: time 4 hour. Yields the product mixture, ClCCCOC(C=1C=NC=CC1)C1=CC=C(C=C1)F (3-[(3-chloropropoxy)(4-fluorophenyl)methyl]pyridine), Cl.ClCCCOC(C=1C=NC=CC1)C1=CC=C(C=C1)F (3-[(3-chloropropoxy)(4-fluorophenyl)methyl]pyridine monohydrochloride). Isolated yield 45.0%. RXN SMILES: [F:1][C:2]1[CH:7]=[CH:6][C:5]([C:8]2[C:13]([CH2:14]O)=[CH:12][CH:11]=[CH:10][N:9]=2)=[CH:4][CH:3]=1.[OH-:16].[Na+].Br[CH2:19][CH2:20][CH2:21][Cl:22]>[Cl-].C([N+](CC)(CC)CC1C=CC=CC=1)C.CC1C=CC=CC=1>[Cl:22][CH2:21][CH2:20][CH2:19][O:16][CH:8]([C:5]1[CH:4]=[CH:3][C:2]([F:1])=[CH:7][CH:6]=1)[C:13]1[CH:14]=[N:9][CH:10]=[CH:11][CH:12]=1.[ClH:22].[Cl:22][CH2:21][CH2:20][CH2:19][O:16][CH:8]([C:5]1[CH:4]=[CH:3][C:2]([F:1])=[CH:7][CH:6]=1)[C:13]1[CH:14]=[N:9][CH:10]=[CH:11][CH:12]=1 |f:1.2,4.5,8.9|. Procedure: To a stirred and heated (50° C.) mixture of 15 parts of ° -(4-fluorophenyl)-3-pyridinemethanol, 3.4 parts of N,N,N-triethylbenzenemethanaminium chloride, 50 parts of a sodium hydroxide solution 50% and 135 parts of methylbenzene were added dropwise 10 parts of 1-bromo-3-chloropropane. Upon complete addition, stirring was continued for 4 hours. Another portion of 5 parts of 1-bromo-3-chloropropane were added and the whole was stirred for 4 hours at 50° C. After cooling to room temperature, the re... Starting materials: Brc1cncc(-c2ccccc2)c1, C1CCOC1, CC(C)[Mg+], [Cl-], CCOC(=O)N1CC2CC(=O)C(C2)C1. Yields the product CCOC(=O)N1CC2CC(C1)C(O)(c1cncc(-c3ccccc3)c1)C2. Reaction SMILES: [Br:1][c:2]1[cH:3][n:4][cH:5][c:6](-[c:8]2[cH:9][cH:10][cH:11][cH:12][cH:13]2)[cH:7]1.[CH2:33]1[O:34][CH2:35][CH2:36][CH2:37]1.[CH:15]([Mg+:16])([CH3:17])[CH3:18].[Cl-:14].[O:19]=[C:20]1[CH:21]2[CH2:22][N:23]([C:28](=[O:29])[O:30][CH2:31][CH3:32])[CH2:24][CH:25]([CH2:26]1)[CH2:27]2>>[c:2]1([C:20]2([OH:19])[CH:21]3[CH2:22][N:23]([C:28](=[O:29])[O:30][CH2:31][CH3:32])[CH2:24][CH:25]([CH2:26]2)[CH2:27]3)[cH:3][n:4][cH:5][c:6](-[c:8]2[cH:9][cH:10][cH:11][cH:12][cH:13]2)[cH:7]1. The reactants are C[Si](C)(C)[N-][Si](C)(C)C, COC(=O)Cl, CC(C)N1CCC(Oc2ccc3[nH]c(C(=O)N4CCC(F)(F)CC4)cc3c2)CC1, [Li+], C1CCOC1. Yields the product COC(=O)n1c(C(=O)N2CCC(F)(F)CC2)cc2cc(OC3CCN(C(C)C)CC3)ccc21. Reaction SMILES: [CH3:30][Si:31]([N-:32][Si:33]([CH3:34])([CH3:35])[CH3:36])([CH3:37])[CH3:38].[CH3:40][O:41][C:42](=[O:43])[Cl:44].[F:1][C:2]1([F:29])[CH2:3][CH2:4][N:5]([C:8](=[O:9])[c:10]2[nH:11][c:12]3[cH:13][cH:14][c:15]([O:19][CH:20]4[CH2:21][CH2:22][N:23]([CH:26]([CH3:27])[CH3:28])[CH2:24][CH2:25]4)[cH:16][c:17]3[cH:18]2)[CH2:6][CH2:7]1.[Li+:39].[O:45]1[CH2:46][CH2:47][CH2:48][CH2:49]1>>[F:1][C:2]1([F:29])[CH2:3][CH2:4][N:5]([C:8](=[O:9])[c:10]2[n:11]([C:42]([O:41][CH3:40])=[O:43])[c:12]3[cH:13][cH:14][c:15]([O:19][CH:20]4[CH2:21][CH2:22][N:23]([CH:26]([CH3:27])[CH3:28])[CH2:24][CH2:25]4)[cH:16][c:17]3[cH:18]2)[CH2:6][CH2:7]1. Starting materials: CCN(C(C)C)C(C)C, CNc1cnc(N2CCOCC2)cc1-c1ccccc1C, ClCCl, CC(C)(C(=O)Cl)c1cc(C(F)(F)F)cc(C(F)(F)F)c1, O. The product is Cc1ccccc1-c1cc(N2CCOCC2)ncc1N(C)C(=O)C(C)(C)c1cc(C(F)(F)F)cc(C(F)(F)F)c1. Reaction SMILES: [CH2:42]([N:43]([CH:44]([CH3:45])[CH3:46])[CH:47]([CH3:48])[CH3:49])[CH3:50].[CH3:21][NH:22][c:23]1[cH:24][n:25][c:26]([N:36]2[CH2:37][CH2:38][O:39][CH2:40][CH2:41]2)[cH:27][c:28]1-[c:29]1[c:30]([CH3:35])[cH:31][cH:32][cH:33][cH:34]1.[Cl:52][CH2:53][Cl:54].[F:1][C:2]([c:3]1[cH:4][c:5]([C:13]([C:14](=[O:15])[Cl:16])([CH3:17])[CH3:18])[cH:6][c:7]([C:9]([F:10])([F:11])[F:12])[cH:8]1)([F:19])[F:20].[OH2:51]>>[F:1][C:2]([c:3]1[cH:4][c:5]([C:13]([C:14](=[O:15])[N:22]([CH3:21])[c:23]2[cH:24][n:25][c:26]([N:36]3[CH2:37][CH2:38][O:39][CH2:40][CH2:41]3)[cH:27][c:28]2-[c:29]2[c:30]([CH3:35])[cH:31][cH:32][cH:33][cH:34]2)([CH3:17])[CH3:18])[cH:6][c:7]([C:9]([F:10])([F:11])[F:12])[cH:8]1)([F:19])[F:20].